This data is from the Open Reaction Database (ORD), a public repository of structured organic reaction records. The task is: describe an organic reaction: reactants, conditions, products, and yield Starting materials: BrCc1nc2ccccc2s1, CN(C)C=O, [Cl-], CC(=O)Nc1ccc(O)cc1F, [H-], [NH4+], [Na+]. The product is CC(=O)Nc1ccc(OCc2nc3ccccc3s2)cc1F. Reaction SMILES: [Br:15][CH2:16][c:17]1[s:18][c:19]2[c:20]([n:21]1)[cH:22][cH:23][cH:24][cH:25]2.[CH3:28][N:29]([CH3:30])[CH:31]=[O:32].[Cl-:26].[F:3][c:4]1[c:5]([NH:11][C:12]([CH3:13])=[O:14])[cH:6][cH:7][c:8]([OH:10])[cH:9]1.[H-:1].[NH4+:27].[Na+:2]>>[F:3][c:4]1[c:5]([NH:11][C:12]([CH3:13])=[O:14])[cH:6][cH:7][c:8]([O:10][CH2:16][c:17]2[s:18][c:19]3[c:20]([n:21]2)[cH:22][cH:23][cH:24][cH:25]3)[cH:9]1. The reactants are Nc1cccc(Br)c1, CC(C)O, COc1cc2cc3c(Cl)ncnc3cc2cc1OCCN1CCOCC1, Cl, c1ccncc1. Yields the product Cl, Cl, COc1cc2cc3c(Nc4cccc(Br)c4)ncnc3cc2cc1OCCN1CCOCC1. As a reaction SMILES: [Br:27][c:28]1[cH:29][c:30]([NH2:31])[cH:32][cH:33][cH:34]1.[CH:42]([OH:43])([CH3:44])[CH3:45].[Cl:1][c:2]1[n:3][cH:4][n:5][c:6]2[cH:7][c:8]3[c:9]([cH:10][c:11]12)[cH:12][c:13]([O:25][CH3:26])[c:14]([O:16][CH2:17][CH2:18][N:19]1[CH2:20][CH2:21][O:22][CH2:23][CH2:24]1)[cH:15]3.[ClH:35].[n:36]1[cH:37][cH:38][cH:39][cH:40][cH:41]1>>[ClH:1].[ClH:35].[c:2]1([NH:31][c:30]2[cH:29][c:28]([Br:27])[cH:34][cH:33][cH:32]2)[n:3][cH:4][n:5][c:6]2[cH:7][c:8]3[c:9]([cH:10][c:11]12)[cH:12][c:13]([O:25][CH3:26])[c:14]([O:16][CH2:17][CH2:18][N:19]1[CH2:20][CH2:21][O:22][CH2:23][CH2:24]1)[cH:15]3. Reactants: NC=1C=C(C(=O)O)C=C(C1)[N+](=O)[O-] (3-amino-5-nitrobenzoic acid), C1(CCC(=O)O1)=O (succinic anhydride), S(O)(O)(=O)=O (sulfuric acid), C1(CCC(N1C=1C=C(C(=O)O)C=C(C1)[N+](=O)[O-])=O)=O (3-succinimido-5-nitrobenzoic acid), [OH-].[Na+] (sodium hydroxide). Product: C1(CCC(N1C=1C=C(C(=O)O)C=C(C1)[N+](=O)[O-])=O)=O (3-Succinimido-5-nitrobenzoic Acid), C(=O)(O)C=1C=C(NC(CCC(=O)O)=O)C=C(C1)[N+](=O)[O-] (3'-Carboxy-5'-nitrosuccinanilic Acid). Reaction SMILES: [NH2:1][C:2]1[CH:3]=[C:4]([CH:8]=[C:9]([N+:11]([O-:13])=[O:12])[CH:10]=1)[C:5]([OH:7])=[O:6].[C:14]1(=[O:20])[O:19][C:17](=[O:18])[CH2:16][CH2:15]1.S(=O)(=O)(O)O.[C:26]1(=[O:44])[N:30]([C:31]2[CH:32]=[C:33]([CH:37]=[C:38]([N+:40]([O-:42])=[O:41])[CH:39]=2)[C:34]([OH:36])=[O:35])[C:29](=[O:43])[CH2:28][CH2:27]1.[OH-].[Na+]>>[C:29]1(=[O:43])[N:30]([C:31]2[CH:32]=[C:33]([CH:37]=[C:38]([N+:40]([O-:42])=[O:41])[CH:39]=2)[C:34]([OH:36])=[O:35])[C:26](=[O:44])[CH2:27][CH2:28]1.[C:5]([C:4]1[CH:3]=[C:2]([CH:10]=[C:9]([N+:11]([O-:13])=[O:12])[CH:8]=1)[NH:1][C:14](=[O:20])[CH2:15][CH2:16][C:17]([OH:19])=[O:18])([OH:7])=[O:6] |f:4.5|. Reported procedure: 3-Succinimido-5-nitrobenzoic Acid [D; Y is CH2CH2, Z is OH] was prepared by heating 3-amino-5-nitrobenzoic acid with succinic anhydride in the presence of sulfuric acid. It had the m.p. 285°-290° C. when recrystallized from aqueous dimethylformamide. b. 3'-Carboxy-5'-nitrosuccinanilic Acid [F; Y is CH2CH2, Z is OH]was prepared by treating 3-succinimido-5-nitrobenzoic acid with warm dilute aqueous sodium hydroxide, and had the m.p. 220°-221° C. The reactants are [N+](=O)([O-])C1=CC=C(C=C1)C1=CC=C2C(=NNC2=C1)NC(CCC)=O (N-[6-(4-nitrophenyl)-1H-indazol-3-yl]butanamide). Reagents/catalysts: [Zn] (zinc), [Zn] (zinc). Solvent: C(C)(=O)O (acetic acid). Conditions: time 1 hour. The product is NC1=CC=C(C=C1)C1=CC=C2C(=NNC2=C1)NC(CCC)=O (N-[6-(4-aminophenyl)-1H-indazol-3-yl]butanamide). Isolated yield 25.9%. RXN SMILES: [N+:1]([C:4]1[CH:9]=[CH:8][C:7]([C:10]2[CH:18]=[C:17]3[C:13]([C:14]([NH:19][C:20](=[O:24])[CH2:21][CH2:22][CH3:23])=[N:15][NH:16]3)=[CH:12][CH:11]=2)=[CH:6][CH:5]=1)([O-])=O>C(O)(=O)C.[Zn]>[NH2:1][C:4]1[CH:5]=[CH:6][C:7]([C:10]2[CH:18]=[C:17]3[C:13]([C:14]([NH:19][C:20](=[O:24])[CH2:21][CH2:22][CH3:23])=[N:15][NH:16]3)=[CH:12][CH:11]=2)=[CH:8][CH:9]=1. Reported procedure: 856 mg of zinc powder are added to 0.85 g of N-[6-(4-nitrophenyl)-1H-indazol-3-yl]butanamide, described in Example 64, in 50 cm3 of acetic acid, followed, one hour later, by addition of a further 856 mg of zinc, and the mixture is stirred for 1 hour at room temperature. The reaction medium is filtered through a sinter funnel packed with Celite and the filtrate is concentrated to dryness under reduced pressure (2 kPa; 50° C.). The residue is taken up in 100 cm3 of tetrahydrofuran and 100 cm3 of e... Reaction SMILES: [C:30](=[O:31])([O-:32])[O-:33].[CH2:1]([CH2:2][CH3:3])[c:4]1[c:5]([N:10]=[CH:11][N:12]2[C:13](=[N:17][N+:18](=[O:19])[O-:20])[NH:14][CH2:15][CH2:16]2)[cH:6][cH:7][cH:8][cH:9]1.[CH3:36][C:37]#[N:38].[Cl:21][c:22]1[n:23][cH:24][c:25]([CH2:28][Cl:29])[cH:26][cH:27]1.[K+:34].[K+:35]>>[CH2:1]([CH2:2][CH3:3])[c:4]1[c:5]([N:10]=[CH:11][N:12]2[C:13](=[N:17][N+:18](=[O:19])[O-:20])[N:14]([CH2:28][c:25]3[cH:24][n:23][c:22]([Cl:21])[cH:27][cH:26]3)[CH2:15][CH2:16]2)[cH:6][cH:7][cH:8][cH:9]1. Reactants: O=C([O-])[O-], CCCc1ccccc1N=CN1CCNC1=N[N+](=O)[O-], CC#N, ClCc1ccc(Cl)nc1, [K+], [K+]. Product: CCCc1ccccc1N=CN1CCN(Cc2ccc(Cl)nc2)C1=N[N+](=O)[O-]. The reactants are [N+](=O)([O-])C=1C=C(CN2N=NC3=C2N=C(N=C3C3=CC=NN3COCC[Si](C)(C)C)N)C=CC1 (3-(3-nitrobenzyl)-7-(1-(2-(trimethylsilyl)ethoxymethyl)-1H-pyrazol-5-yl)-3H-[1,2,3]triazolo[4,5-d]pyrimidine-5-amine), Cl (HCl), Cl (HCl). The solvent is CO (MeOH), O1CCOCC1 (dioxane). Reaction conditions: time 2 hour. Yields the product Cl.[N+](=O)([O-])C=1C=C(CN2N=NC3=C2N=C(N=C3C3=NNC=C3)N)C=CC1 (3-(3-Nitrobenzyl)-7-(1H-pyrazol-3-yl)-3H-[1,2,3]triazolo[4,5-d]pyrimidine-5-amine hydrochloride). The yield is 97.0%. Reaction SMILES: [N+:1]([C:4]1[CH:5]=[C:6]([CH:31]=[CH:32][CH:33]=1)[CH2:7][N:8]1[C:12]2[N:13]=[C:14]([NH2:30])[N:15]=[C:16]([C:17]3[N:21](COCC[Si](C)(C)C)[N:20]=[CH:19][CH:18]=3)[C:11]=2[N:10]=[N:9]1)([O-:3])=[O:2].[ClH:34]>CO.O1CCOCC1>[ClH:34].[N+:1]([C:4]1[CH:5]=[C:6]([CH:31]=[CH:32][CH:33]=1)[CH2:7][N:8]1[C:12]2[N:13]=[C:14]([NH2:30])[N:15]=[C:16]([C:17]3[CH:18]=[CH:19][NH:20][N:21]=3)[C:11]=2[N:10]=[N:9]1)([O-:3])=[O:2] |f:4.5|. Reported procedure: A solution of 3-(3-nitrobenzyl)-7-(1-(2-(trimethylsilyl)ethoxymethyl)-1H-pyrazol-5-yl)-3H-[1,2,3]triazolo[4,5-d]pyrimidine-5-amine (156 mg, 0.34 mmol) in MeOH (2 mL) was treated with 4-M HCl in dioxane (4 mL) stirred at room temperature for 2 h, concentrated in vacuo, triturated with Et2O and filtered to give the title compound (110 mg, 97%) as a yellow solid. Reactants: CC(=O)[O-], CCO, Cl, NO, [Na+], CC(C)(C)OC(=O)N1CCC2(CCC(=O)c3ccccc32)CC1, O, O, O. Yields the product CC(C)(C)OC(=O)N1CCC2(CCC(=NO)c3ccccc32)CC1. Reaction SMILES: [C:30]([O-:31])(=[O:32])[CH3:33].[CH3:35][CH2:36][OH:37].[ClH:24].[NH2:25][OH:26].[Na+:34].[O:1]=[C:2]1[CH2:3][CH2:4][C:5]2([c:6]3[cH:7][cH:8][cH:9][cH:10][c:11]31)[CH2:12][CH2:13][N:14]([C:17](=[O:18])[O:19][C:20]([CH3:21])([CH3:22])[CH3:23])[CH2:15][CH2:16]2.[OH2:27].[OH2:28].[OH2:29]>>[C:2]1(=[N:25][OH:26])[CH2:3][CH2:4][C:5]2([c:6]3[cH:7][cH:8][cH:9][cH:10][c:11]31)[CH2:12][CH2:13][N:14]([C:17](=[O:18])[O:19][C:20]([CH3:21])([CH3:22])[CH3:23])[CH2:15][CH2:16]2. Reactants: NC(C(=O)N1CC=2N(CC1)C(=C(N2)C2=CC=C(C=C2)F)NC2=CC(=C(C=C2)F)F)(C)C (2-amino-1-(3-(3,4-difluorophenylamino)-2-(4-fluorophenyl)-5,6-dihydroimidazo[1,2-a]pyrazin-7(8H)-yl)-2-methylpropan-1-one). The reagents and catalysts are O=[Mn]=O (MnO2). Conditions: time 2 hour. The product is FC=1C=C(C=CC1F)NC1=C(N=C2C3N(CCN21)C(C(N3)(C)C)=O)C3=CC=C(C=C3)F (8-(3,4-difluorophenylamino)-9-(4-fluorophenyl)-2,2-dimethyl-1,2,5,6-tetrahydrodiimidazo[1,2-a:2′,1′-c]pyrazin-3 (10bH)-one). RXN SMILES: [NH2:1][C:2]([CH3:31])([CH3:30])[C:3]([N:5]1[CH2:10][CH2:9][N:8]2[C:11]([NH:21][C:22]3[CH:27]=[CH:26][C:25]([F:28])=[C:24]([F:29])[CH:23]=3)=[C:12]([C:14]3[CH:19]=[CH:18][C:17]([F:20])=[CH:16][CH:15]=3)[N:13]=[C:7]2[CH2:6]1)=[O:4]>O=[Mn]=O>[F:29][C:24]1[CH:23]=[C:22]([NH:21][C:11]2[N:8]3[C:7]([CH:6]4[NH:1][C:2]([CH3:31])([CH3:30])[C:3](=[O:4])[N:5]4[CH2:10][CH2:9]3)=[N:13][C:12]=2[C:14]2[CH:19]=[CH:18][C:17]([F:20])=[CH:16][CH:15]=2)[CH:27]=[CH:26][C:25]=1[F:28]. Procedure details: Example 646 was prepared from Example 29 by the following method: to a stirred solution of Example 29 (12 mg, 0.03 mmol) was added MnO2 (52 mg, 0.60 mmol). The reaction mixture was stirred at room temperature for 2 hours. LC/MS test showed that Example 29 was almost gone and the desired product ([M+1]=528) was detected as one of the major peaks. Solid was filtered off and solvent was removed. The residue was subjected to a mass-triggered HPLC purification to give Example 646.